From a dataset of the Open Reaction Database (ORD), a public repository of structured organic reaction records. describe an organic reaction: reactants, conditions, products, and yield Run at time 1 hour. As a reaction SMILES: [CH2:1]([O:8][N:9]=[C:10]1[CH2:19][CH2:18][CH:17]([O:20][C:21](=[O:26])[CH:22]([CH3:25])[CH2:23][CH3:24])[CH:16]2[C:11]1=[CH:12][C:13](=[O:39])[CH:14]([CH3:38])[CH:15]2[CH2:27][CH2:28][C:29](=[O:37])[CH2:30][CH:31]([OH:36])[CH2:32][C:33]([OH:35])=[O:34])[C:2]1[CH:7]=[CH:6][CH:5]=[CH:4][CH:3]=1.[OH-].[Na+:41]>O1CCOCC1.O>[CH2:1]([O:8][N:9]=[C:10]1[CH2:19][CH2:18][CH:17]([O:20][C:21](=[O:26])[CH:22]([CH3:25])[CH2:23][CH3:24])[CH:16]2[C:11]1=[CH:12][C:13](=[O:39])[CH:14]([CH3:38])[CH:15]2[CH2:27][CH2:28][C:29](=[O:37])[CH2:30][CH:31]([OH:36])[CH2:32][C:33]([O-:35])=[O:34])[C:2]1[CH:3]=[CH:4][CH:5]=[CH:6][CH:7]=1.[Na+:41] |f:1.2,5.6|. Reactants: aqueous solution, [OH-].[Na+] (sodium hydroxide), C(C1=CC=CC=C1)ON=C1C2=CC(C(C(C2C(CC1)OC(C(CC)C)=O)CCC(CC(CC(=O)O)O)=O)C)=O (7-[5-Benzyloxyimino-2-methyl-8-(2-methylbutyryloxy)-3-oxo-1,2,3,5,6,7,8,8a-octahydro-1-naphthyl]-3-hydroxy-5-oxoheptanoic acid). The product is C(C1=CC=CC=C1)ON=C1C2=CC(C(C(C2C(CC1)OC(C(CC)C)=O)CCC(CC(CC(=O)[O-])O)=O)C)=O.[Na+] (Sodium 7-[5-benzyloxyimino-2-methyl-8-(2-methylbutyryloxy)-3-oxo-1,2,3,5,6,7,8,8a-octahydro-1-naphthyl]-3-hydroxy-5-oxoheptanoate). The solvent is O1CCOCC1 (dioxane), O (water). Reported procedure: 103 mg of 7-[5-benzyloxyimino-2-methyl-8-(2-methylbutyryloxy)-3-oxo-1,2,3,5,6,7,8,8a-octahydro-1-naphthyl]-3-hydroxy-5-oxoheptanoic acid (prepared as described in Example 1b) were dissolved in 2 ml of a 1:1 by volume mixture of dioxane and water. 1.8 ml of a 0.1N aqueous solution of sodium hydroxide were then added dropwise to the solution over a period of 5 minutes at 0° C., after which the solution was stirred for 1 hour at room temperature. At the end of this time, the solution was freeze-dri... Reactants: C(C)(C)(C)OCC(CC(CC(CCCC(C)C)C)=O)C (rac.-1-tert. butoxy-2,6,10-trimethylundecan-4-one), FC(C(=O)O)(F)F (trifluoroacetic acid). The product is OCC(CC(CC(CCCC(C)C)C)=O)C (rac.-1-hydroxy-2,6,10-trimethylundecan-4-one). RXN SMILES: C([O:5][CH2:6][CH:7]([CH3:20])[CH2:8][C:9](=[O:19])[CH2:10][CH:11]([CH3:18])[CH2:12][CH2:13][CH2:14][CH:15]([CH3:17])[CH3:16])(C)(C)C.FC(F)(F)C(O)=O>>[OH:5][CH2:6][CH:7]([CH3:20])[CH2:8][C:9](=[O:19])[CH2:10][CH:11]([CH3:18])[CH2:12][CH2:13][CH2:14][CH:15]([CH3:16])[CH3:17]. Reported procedure: Treatment of rac.-1-tert. butoxy-2,6,10-trimethylundecan-4-one with trifluoroacetic acid followed by alkali using the procedure described in Example 6 gave rac.-1-hydroxy-2,6,10-trimethylundecan-4-one as a pale-yellow oil.